This data is from the Open Reaction Database (ORD), a public repository of structured organic reaction records. The task is: describe an organic reaction: reactants, conditions, products, and yield Yields the product C(CCC)N1C=CC2=CC=C(C=C12)C(=O)OC (methyl 1-butyl-1H-indole-6-carboxylate). As a reaction SMILES: [NH:1]1[C:9]2[C:4](=[CH:5][CH:6]=[C:7]([C:10]([O:12][CH3:13])=[O:11])[CH:8]=2)[CH:3]=[CH:2]1.CC(C)([O-])C.[K+].I[CH2:21][CH2:22][CH2:23][CH3:24]>CS(C)=O>[CH2:21]([N:1]1[C:9]2[C:4](=[CH:5][CH:6]=[C:7]([C:10]([O:12][CH3:13])=[O:11])[CH:8]=2)[CH:3]=[CH:2]1)[CH2:22][CH2:23][CH3:24] |f:1.2|. Reported procedure: Methyl 1H-indole-6-carboxylate (4.17 g) was dissolved in DMSO (30 mL), and potassium tert-butoxide (2.93 g) was added. The mixture was stirred for ten min at room temperature. Iodobutane (3.0 mL) was added. The mixture was allowed to stir for three additional hours. The mixture was partitioned between ethyl acetate and water and brine, dried over sodium sulfate, filtered, and concentrated to give methyl 1-butyl-1H-indole-6-carboxylate (4.53 g). MS (ESI+) for C14H17NO2+H1 m/z 232.12 (M+H)+. The solvent is CS(=O)C (DMSO). Starting materials: CC(C)([O-])C.[K+] (potassium tert-butoxide), N1C=CC2=CC=C(C=C12)C(=O)OC (Methyl 1H-indole-6-carboxylate), ICCCC (Iodobutane). The reactants are CC1(SC2=CC=C(C=C2C(=C1)OS(=O)(=O)C(F)(F)F)C#CC1=CC=C(C(=O)OCC)C=C1)C (ethyl 4-(2,2-dimethyl-4-trifluoromethanesulfonyloxy-(2H)-thiochromen-6-ylethynyl)-benzoate), BrC1=CC(=NC=C1)C (4-bromo-2-methylpyridine), C(C)(C)(C)[Li] (tert-butyllithium), solution, CC1(SC2=CC=C(C=C2C(=C1)OS(=O)(=O)C(F)(F)F)C#CC1=CC=C(C(=O)OCC)C=C1)C (ethyl 4-(2,2-dimethyl-4-trifluoromethanesulfonyloxy-(2H)-thiochromen-6-ylethynyl)-benzoate). The reagents and catalysts are [Pd].C1(=CC=CC=C1)P(C1=CC=CC=C1)C1=CC=CC=C1.C1(=CC=CC=C1)P(C1=CC=CC=C1)C1=CC=CC=C1.C1(=CC=CC=C1)P(C1=CC=CC=C1)C1=CC=CC=C1.C1(=CC=CC=C1)P(C1=CC=CC=C1)C1=CC=CC=C1 (tetrakis(triphenylphosphine) palladium(0)), [Cl-].[Cl-].[Zn+2] (ZnCl2). Solvent: C1CCOC1 (THF), C1CCOC1 (THF), CCCCC (pentane), C1CCOC1 (THF). Run at time 40 minute. Yields the product CC1=CC=C(C=N1)C1=CC(SC2=CC=C(C=C12)C#CC1=CC=C(C(=O)OCC)C=C1)(C)C (Ethyl 4-[[4-(6-methyl-pyridin-3-yl)-2,2-dimethyl-(2H)-thiochromen-6-yl]-ethynyl]-benzoate), EtOAc hexanes. Yield: 5.0%. As a reaction SMILES: Br[C:2]1[CH:7]=[CH:6][N:5]=[C:4]([CH3:8])[CH:3]=1.C([Li])(C)(C)C.[CH3:14][C:15]1([CH3:46])[CH:24]=[C:23](OS(C(F)(F)F)(=O)=O)[C:22]2[C:17](=[CH:18][CH:19]=[C:20]([C:33]#[C:34][C:35]3[CH:45]=[CH:44][C:38]([C:39]([O:41][CH2:42][CH3:43])=[O:40])=[CH:37][CH:36]=3)[CH:21]=2)[S:16]1>C1COCC1.CCCCC.[Cl-].[Cl-].[Zn+2].[Pd].C1(P(C2C=CC=CC=2)C2C=CC=CC=2)C=CC=CC=1.C1(P(C2C=CC=CC=2)C2C=CC=CC=2)C=CC=CC=1.C1(P(C2C=CC=CC=2)C2C=CC=CC=2)C=CC=CC=1.C1(P(C2C=CC=CC=2)C2C=CC=CC=2)C=CC=CC=1>[CH3:8][C:4]1[N:5]=[CH:6][C:7]([C:23]2[C:22]3[C:17](=[CH:18][CH:19]=[C:20]([C:33]#[C:34][C:35]4[CH:45]=[CH:44][C:38]([C:39]([O:41][CH2:42][CH3:43])=[O:40])=[CH:37][CH:36]=4)[CH:21]=3)[S:16][C:15]([CH3:14])([CH3:46])[CH:24]=2)=[CH:2][CH:3]=1 |f:5.6.7,8.9.10.11.12|. Procedure details: A solution of 4-bromo-2-methylpyridine (220.0 mg, 1.28 mmol) in 2.0 mL of THF was cooled to -78° C. and tert-butyllithium (164.0 mg, 2.56 mmol, 1.5 ml of a 1.7M solution in pentane) was added to give a red-orange solution. After 30 minutes a solution of ZnCl2 (348.0 mg, 2.56 mmol) in 4.0 mL THF was slowly added via cannula. The resulting solution was warmed to room temperature, stirred for 40 minutes, and transferred via cannula to a solution of ethyl 4-(2,2-dimethyl-4-trifluoromethanesulfonylox... The reactants are C(C)(C)(C)OC(=O)N1CC(C1)I (3-iodo-azetidine-1-carboxylic acid tert-butyl ester), [Si](C)(C)(C)Cl (TMS-Cl), BrCCBr (1,2-dibromoethane), FC(S(=O)(=O)OC1=CC=2C(C(CCC2C=C1)NC(=O)OCC)CC1=CC(=C(C=C1)Cl)Cl)(F)F (8-(3,4-Dichlorobenzyl)-7-[(ethoxycarbonyl)amino]-5,6,7,8-tetrahydronaphthalen-2-yl trifluoromethanesulfonate). Reagents/catalysts: [Cu]I (CuI), C1=CC=C(C=C1)P([C-]2C=CC=C2)C3=CC=CC=C3.C1=CC=C(C=C1)P([C-]2C=CC=C2)C3=CC=CC=C3.Cl[Pd]Cl.[Fe+2] (PdCl2(dppf)), [Zn] (zinc). Run in O (Water), CC(=O)N(C)C (DMA), CC(=O)N(C)C (DMA), CC(=O)N(C)C (DMA). Conditions: temperature 67.5 celsius, time 30 minute. The product is C(C)(C)(C)OC(=O)N1CC(C1)C1=CC=2C(C(CCC2C=C1)NC(=O)OCC)CC1=CC(=CC=C1)Cl (3-[8-(3-Chloro-benzyl)-7-ethoxycarbonylamino-5,6,7,8-tetrahydro-naphthalen-2-yl]-azetidine-1-carboxylic acid tert-butyl ester). Isolated yield 86.3%. RXN SMILES: [Si](Cl)(C)(C)C.BrCCBr.[C:10]([O:14][C:15]([N:17]1[CH2:20][CH:19](I)[CH2:18]1)=[O:16])([CH3:13])([CH3:12])[CH3:11].FC(F)(F)S(O[C:28]1[CH:37]=[CH:36][C:35]2[CH2:34][CH2:33][CH:32]([NH:38][C:39]([O:41][CH2:42][CH3:43])=[O:40])[CH:31]([CH2:44][C:45]3[CH:50]=[CH:49][C:48](Cl)=[C:47]([Cl:52])[CH:46]=3)[C:30]=2[CH:29]=1)(=O)=O>CC(N(C)C)=O.[Zn].[Cu]I.C1C=CC(P(C2C=CC=CC=2)[C-]2C=CC=C2)=CC=1.C1C=CC(P(C2C=CC=CC=2)[C-]2C=CC=C2)=CC=1.Cl[Pd]Cl.[Fe+2].O>[C:10]([O:14][C:15]([N:17]1[CH2:20][CH:19]([C:28]2[CH:37]=[CH:36][C:35]3[CH2:34][CH2:33][CH:32]([NH:38][C:39]([O:41][CH2:42][CH3:43])=[O:40])[CH:31]([CH2:44][C:45]4[CH:50]=[CH:49][CH:48]=[C:47]([Cl:52])[CH:46]=4)[C:30]=3[CH:29]=2)[CH2:18]1)=[O:16])([CH3:13])([CH3:12])[CH3:11] |f:7.8.9.10|. Procedure details: A suspension of zinc powder (152 mg, 2.3 mmol) in 1 ml of DMA in a dry flask was heated under N2 to 65-70° C. A mixture of TMS-Cl (28 mg, 0.26 mmol) and 1,2-dibromoethane (49 mg, 0.26 mmol) was added dropwise, stirred for 30 min, followed by slow (15 min) addition of 3-iodo-azetidine-1-carboxylic acid tert-butyl ester (510 mg, 1.8 mmol) in 1 ml DMA. The reaction was cooled slowly (3 h) to room temperature, added to a mixture of 8-(3,4-chlorobenzyl)-7-[(ethoxycarbonyl)amino]-5,6,7,8-tetrahydronap... The reactants are polyphosphoric acid, CC(C(=O)OCC)C(=O)C(F)(F)F (ethyl 2-methyl-4,4,4-trifluoroacetoacetate), FC(C1=C(N)C=CC=C1)(F)F (2-Trifluoromethylaniline). Solvent: O (water). Conditions: temperature 120 celsius. Yields the product FC(C1=NC2=C(C=CC=C2C(=C1C)O)C(F)(F)F)(F)F (2,8-Bis(trifluoromethyl)-3-methyl-4-quinolinol). Isolated yield 80.3%. As a reaction SMILES: [CH3:1][CH:2]([C:8]([C:10]([F:13])([F:12])[F:11])=O)[C:3]([O:5]CC)=O.[F:14][C:15]([F:24])([F:23])[C:16]1[CH:22]=[CH:21][CH:20]=[CH:19][C:17]=1[NH2:18]>O>[F:13][C:10]([F:11])([F:12])[C:8]1[C:2]([CH3:1])=[C:3]([OH:5])[C:19]2[C:17](=[C:16]([C:15]([F:14])([F:23])[F:24])[CH:22]=[CH:21][CH:20]=2)[N:18]=1. Procedure details: To polyphosphoric acid (101 g) heated to 75° C. was added ethyl 2-methyl-4,4,4-trifluoroacetoacetate (10.0 g, 50.5 mmol). 2-Trifluoromethylaniline (6.0 mL, 48.1 mmol) was added dropwise and the reaction mixture heated to 120° C. for 6 h, cooled in ice and treated with water. The cream precipitate was filtered and washed with water and heptane to afford the product (11.4 g, 80%) as a white solid: mp 116.2-116.8° C.; IR νmax (Nujol)/cm−1 3440, 2924, 2854, 1624, 1612, 1584, 1458, 1330, 1226, 1142, ... Starting materials: N(=[N+]=[N-])C[C@H](O)C1=CC=C(C=C1)NS(=O)(=O)C (N-{4-[(1R)-Azido-1-hydroxyethyl]phenyl}methanesulfonamide). Reagents/catalysts: [Pd] (Pd/C). Run in CO (methanol). Run at time 3 hour. The product is NC[C@H](O)C1=CC=C(C=C1)NS(=O)(=O)C (N-{4-[(1R)-2-Amino-1-hydroxyethyl]phenyl}methanesulfonamide). Isolated yield 97.1%. RXN SMILES: [N:1]([CH2:4][C@@H:5]([C:7]1[CH:12]=[CH:11][C:10]([NH:13][S:14]([CH3:17])(=[O:16])=[O:15])=[CH:9][CH:8]=1)[OH:6])=[N+]=[N-]>[Pd].CO>[NH2:1][CH2:4][C@@H:5]([C:7]1[CH:8]=[CH:9][C:10]([NH:13][S:14]([CH3:17])(=[O:16])=[O:15])=[CH:11][CH:12]=1)[OH:6]. Procedure: A mixture of N-{4-[(1S)-azido-1-hydroxyethyl]phenyl}methanesulfonamide (which was obtained in Example 113) (0.55 g, 2.146 mmol), 10% Pd/C (0.03 g) and methanol (30 mL) was hydrogenated on a Parr shaker at 50 psi for 3 hours. The catalyst was removed by filtration through celite. The filtrate was concentrated under vacuo to give an off-white solid (0.48 g, 97% yield); MS (ES) m/z: 231 (MH+); 1H NMR (400 MHz, DMSO-d6) δ 2.57 (m, 2H), 2.94 (s, 3H), 3.4-4.2 (br, 2H), 4.38 (m, 1H), 4.6-5.8 (br, 2H), ... Starting materials: ClC1=NC=CC=N1 (2-chloropyrimidine), N1(CCNCC1)CC1=CC2=C(OC(O2)C2=CC=CC=C2)C=C1 (5-(1-piperazinyl methyl)-2-phenyl benzo [d]-1,3-dioxole), C([O-])([O-])=O.[K+].[K+] (potassium carbonate). Solvent: CN(C=O)C (dimethylformamide). Yields the product N1=C(N=CC=C1)N1CCN(CC1)CC1=CC2=C(OC(O2)C2=CC=CC=C2)C=C1 (5-[4-(2-pyrimidinyl)-1 piperazinyl] methyl-2-phenyl benzo [d]-1,3-dioxole). Yield: 81.2%. Reaction SMILES: Cl[C:2]1[N:7]=[CH:6][CH:5]=[CH:4][N:3]=1.[N:8]1([CH2:14][C:15]2[CH:29]=[CH:28][C:18]3[O:19][CH:20]([C:22]4[CH:27]=[CH:26][CH:25]=[CH:24][CH:23]=4)[O:21][C:17]=3[CH:16]=2)[CH2:13][CH2:12][NH:11][CH2:10][CH2:9]1.C(=O)([O-])[O-].[K+].[K+]>CN(C)C=O>[N:3]1[CH:4]=[CH:5][CH:6]=[N:7][C:2]=1[N:11]1[CH2:10][CH2:9][N:8]([CH2:14][C:15]2[CH:29]=[CH:28][C:18]3[O:19][CH:20]([C:22]4[CH:27]=[CH:26][CH:25]=[CH:24][CH:23]=4)[O:21][C:17]=3[CH:16]=2)[CH2:13][CH2:12]1 |f:2.3.4|. Procedure: A solution of 5.7 g (0.05 mole) of 2-chloropyrimidine and 14.7 g (0.05 mole) of 5-(1-piperazinyl methyl)-2-phenyl benzo [d]-1,3-dioxole in 200 ml of dimethylformamide was refluxed for 9 hours in the presence of 13.8 g of dry potassium carbonate. The so-obtained salt was suction-filtered off and the solvent was evaporated off under reduced pressure. The crystallised residue was washed with water, and was then recrystallised from 110 ml of cyclohexane. There was obtained 15.2 g of 5-[4-(2-pyrimidi... Starting materials: Brc1c(-c2ccccc2)nc2n1-c1cccnc1Nc1ccccc1-2, CC(C)(C)OC(=O)NC1(c2ccc(B3OC(C)(C)C(C)(C)O3)cc2)COC1, [K+], [K+], [K+], C1COCCO1, O, O=P([O-])([O-])[O-]. Product: CC(C)(C)OC(=O)NC1(c2ccc(-c3c(-c4ccccc4)nc4n3-c3cccnc3Nc3ccccc3-4)cc2)COC1. RXN SMILES: [Br:1][c:2]1[c:3](-[c:20]2[cH:21][cH:22][cH:23][cH:24][cH:25]2)[n:4][c:5]2[n:6]1-[c:7]1[c:8]([n:16][cH:17][cH:18][cH:19]1)[NH:9][c:10]1[c:11]-2[cH:12][cH:13][cH:14][cH:15]1.[CH3:26][C:27]1([CH3:28])[C:29]([CH3:30])([CH3:31])[O:32][B:33]([c:34]2[cH:35][cH:36][c:37]([C:40]3([NH:44][C:45]([O:46][C:47]([CH3:48])([CH3:49])[CH3:50])=[O:51])[CH2:41][O:42][CH2:43]3)[cH:38][cH:39]2)[O:52]1.[K+:58].[K+:59].[K+:60].[O:61]1[CH2:62][CH2:63][O:64][CH2:65][CH2:66]1.[OH2:67].[P:53]([O-:54])([O-:55])([O-:56])=[O:57]>>[c:2]1(-[c:34]2[cH:35][cH:36][c:37]([C:40]3([NH:44][C:45]([O:46][C:47]([CH3:48])([CH3:49])[CH3:50])=[O:51])[CH2:41][O:42][CH2:43]3)[cH:38][cH:39]2)[c:3](-[c:20]2[cH:21][cH:22][cH:23][cH:24][cH:25]2)[n:4][c:5]2[n:6]1-[c:7]1[c:8]([n:16][cH:17][cH:18][cH:19]1)[NH:9][c:10]1[c:11]-2[cH:12][cH:13][cH:14][cH:15]1.